This data is from the Open Reaction Database (ORD), a public repository of structured organic reaction records. The task is: describe an organic reaction: reactants, conditions, products, and yield The reactants are [H-].[H-].[H-].[H-].[Li+].[Al+3] (LAH), FC=1C=C(C=C(C1OCC=1C(=NSC1C(F)(F)F)C=1C=NC(=CC1)OC)F)CCC(=O)OCC (ethyl 3-(3,5-difluoro-4-((3-(6-methoxypyridin-3-yl)-5-(trifluoromethyl)isothiazol-4-yl)methoxy)phenyl)propanoate). The product is FC=1C=C(C=C(C1OCC=1C(=NSC1C(F)(F)F)C=1C=NC(=CC1)OC)F)CCCO (3-(3,5-difluoro-4-[[3-(6-methoxypyridin-3-yl)-5-(trifluoromethyl)-1,2-thiazol-4-yl]methoxy]phenyl)propan-1-ol). As a reaction SMILES: [H-].[H-].[H-].[H-].[Li+].[Al+3].[F:7][C:8]1[CH:9]=[C:10]([CH2:34][CH2:35][C:36](OCC)=[O:37])[CH:11]=[C:12]([F:33])[C:13]=1[O:14][CH2:15][C:16]1[C:17]([C:25]2[CH:26]=[N:27][C:28]([O:31][CH3:32])=[CH:29][CH:30]=2)=[N:18][S:19][C:20]=1[C:21]([F:24])([F:23])[F:22]>>[F:7][C:8]1[CH:9]=[C:10]([CH2:34][CH2:35][CH2:36][OH:37])[CH:11]=[C:12]([F:33])[C:13]=1[O:14][CH2:15][C:16]1[C:17]([C:25]2[CH:26]=[N:27][C:28]([O:31][CH3:32])=[CH:29][CH:30]=2)=[N:18][S:19][C:20]=1[C:21]([F:24])([F:22])[F:23] |f:0.1.2.3.4.5|. Reported procedure: The title compound was prepared according to the procedure described in Example 110 by LAH reduction of ethyl 3-(3,5-difluoro-4-((3-(6-methoxypyridin-3-yl)-5-(trifluoromethyl)isothiazol-4-yl)methoxy)phenyl)propanoate to afford the desired product as an off-white solid. 1HNMR (300 MHz, CD3OD) δ 8.57 (s, 1H), 8.13 (d, J=8.7 Hz, 1H), 6.84-6.93 (m, 3H), 5.23 (s, 2H), 3.99 (s, 3H), 3.56 (t, J=6.3 Hz, 2H), 2.65 (t, J=8.1 Hz, 2H), 1.80-1.85 (m, 2H). Mass spectrum (ESI, m/z): Calcd. for C20H17F5N2O3S, 4... The reactants are C(C)(C)(C)O (tert-butanol), C(C)(C)N=C=NC(C)C (N,N′-diisopropylcarbodiimide), ClCCl (dichloromethane), C(C)OC(=O)C1(CC1)C(=O)O (1-(ethoxycarbonyl)cyclopropanecarboxylic acid). Reagents/catalysts: [Cu]Cl (copper(I) chloride). The solvent is CCCCCC (Hexane). Conditions: time 4 day. Product: C(C)(C)(C)OC(=O)C1(CC1)C(=O)O (1-(tert-butoxycarbonyl)cyclopropanecarboxylic acid). Reaction SMILES: C(N=C=NC(C)C)(C)C.[C:10]([OH:14])([CH3:13])([CH3:12])[CH3:11].ClCCl.C([O:20][C:21]([C:23]1([C:26](O)=[O:27])[CH2:25][CH2:24]1)=[O:22])C>[Cu]Cl.CCCCCC>[C:10]([O:14][C:26]([C:23]1([C:21]([OH:22])=[O:20])[CH2:25][CH2:24]1)=[O:27])([CH3:13])([CH3:12])[CH3:11]. Procedure details: At room temperature under shielded light, to N,N′-diisopropylcarbodiimide (99.75 g) was added copper(I) chloride (1.57 g), and then tert-butanol (83 ml) was added dropwise over 20 minutes, followed by stirring for 4 days. The supernatant (12.7 ml) was added to a dichloromethane solution (40 ml) of 1-(ethoxycarbonyl)cyclopropanecarboxylic acid (6.37 g), and heated at reflux for 3 hours. Hexane (50 ml) was added to the reaction solution, and the precipitate was filtered off. After the filtrate was... Starting materials: NN1C2=C(C(=C(C1=O)C1=NS(C3=C(N1)C=CC=C3)(=O)=O)O)SC=C2 (4-amino-6-(1,1-dioxido-4H-1,2,4-benzothiadiazin-3-yl)-7-hydroxythieno[3,2-b]pyridin 5(4H)-one), C1(CCCCCC1)=O (cycloheptanone). Run in CN(C(C)=O)C (N,N-dimethylacetamide). Run at temperature 25 celsius. Product: C1(CCCCCC1)=NN1C2=C(C(=C(C1=O)C1=NS(C3=C(N1)C=CC=C3)(=O)=O)O)SC=C2 (4-(cycloheptylideneamino)-6-(1,1-dioxido-4H-1,2,4-benzothiadiazin-3-yl)-7-hydroxythieno[3,2-b]pyridin-5(4H)-one). Reaction SMILES: [NH2:1][N:2]1[C:7](=[O:8])[C:6]([C:9]2[NH:14][C:13]3[CH:15]=[CH:16][CH:17]=[CH:18][C:12]=3[S:11](=[O:20])(=[O:19])[N:10]=2)=[C:5]([OH:21])[C:4]2[S:22][CH:23]=[CH:24][C:3]1=2.[C:25]1(=O)[CH2:31][CH2:30][CH2:29][CH2:28][CH2:27][CH2:26]1>CN(C)C(=O)C>[C:25]1(=[N:1][N:2]2[C:7](=[O:8])[C:6]([C:9]3[NH:14][C:13]4[CH:15]=[CH:16][CH:17]=[CH:18][C:12]=4[S:11](=[O:20])(=[O:19])[N:10]=3)=[C:5]([OH:21])[C:4]3[S:22][CH:23]=[CH:24][C:3]2=3)[CH2:31][CH2:30][CH2:29][CH2:28][CH2:27][CH2:26]1. Procedure: The product of Example 268D (0.054 g, 0.15 mmol) was reacted with cycloheptanone (0.84 g, 7.5 mmol) in N,N-dimethylacetamide (1mL) in a sealed tube at 135° C. for 45 minutes in a microwave reactor. The reaction was cooled to 25° C. and concentrated under vacuum. The resulting residue was triturated with diethyl ether (3 mL) and filtered to give the title compound. Solvent: CO (methanol), O1CCOCC1 (1,4-dioxane). Starting materials: COC(C(\C=C\C1=CC=C2C=CC(=NC2=C1)[C@@H](C)N([S@](=O)C(C)(C)C)C)(C)C)=O ((E)-2,2-dimethyl-4-(2-{(R)-1-[methyl-((R)-2-methyl-propane-2-sulfinyl)-amino]-ethyl}-quinolin-7-yl)-but-3-enoic acid methyl ester), Cl (hydrochloric acid). Run at time 2 hour. As a reaction SMILES: [CH3:1][O:2][C:3](=[O:29])[C:4]([CH3:28])([CH3:27])/[CH:5]=[CH:6]/[C:7]1[CH:16]=[C:15]2[C:10]([CH:11]=[CH:12][C:13]([C@H:17]([N:19]([CH3:26])[S@@](C(C)(C)C)=O)[CH3:18])=[N:14]2)=[CH:9][CH:8]=1.[ClH:30]>CO.O1CCOCC1>[ClH:30].[CH3:1][O:2][C:3](=[O:29])[C:4]([CH3:28])([CH3:27])/[CH:5]=[CH:6]/[C:7]1[CH:16]=[C:15]2[C:10]([CH:11]=[CH:12][C:13]([C@H:17]([NH:19][CH3:26])[CH3:18])=[N:14]2)=[CH:9][CH:8]=1 |f:4.5|. Procedure: A solution of (E)-2,2-dimethyl-4-(2-{(R)-1-[methyl-((R)-2-methyl-propane-2-sulfinyl)-amino]-ethyl}-quinolin-7-yl)-but-3-enoic acid methyl ester (77 mg, 0.19 mmol) in methanol (10 mL) was treated with hydrochloric acid in 1,4-dioxane (4 M, 5 mL). After stirring at room temperature for 2 h, the volatiles were removed in vacuo. The residual solvent was removed by azeotroping with toluene (3×10 mL) to give crude (E)-2,2-dimethyl-4-[2-((R)-1-methylamino-ethyl)-quinolin-7-yl]-but-3-enoic acid methyl e... Product: Cl.COC(C(\C=C\C1=CC=C2C=CC(=NC2=C1)[C@@H](C)NC)(C)C)=O ((E)-2,2-dimethyl-4-[2-((R)-1-methylamino-ethyl)-quinolin-7-yl]-but-3-enoic acid methyl ester hydrochloride). Reactants: BrC(Br)(Br)Br, ClCCl, Cc1cc(CO)ccc1F, c1ccc(P(c2ccccc2)c2ccccc2)cc1. The product is Cc1cc(CBr)ccc1F. As a reaction SMILES: [C:1]([Br:2])([Br:3])([Br:4])[Br:5].[CH2:35]([Cl:36])[Cl:37].[F:6][c:7]1[c:8]([CH3:15])[cH:9][c:10]([CH2:11][OH:12])[cH:13][cH:14]1.[c:16]1([P:17]([c:18]2[cH:19][cH:20][cH:21][cH:22][cH:23]2)[c:24]2[cH:25][cH:26][cH:27][cH:28][cH:29]2)[cH:30][cH:31][cH:32][cH:33][cH:34]1>>[CH2:1]([Br:5])[c:10]1[cH:9][c:8]([CH3:15])[c:7]([F:6])[cH:14][cH:13]1. Reactants: BrN1C(CCC1=O)=O (N-bromosuccinimide), C(C1=CC=CC=C1)(=O)OOC(C1=CC=CC=C1)=O (benzoyl peroxide), C(C)OC(\C=C(/C)\OC1=C(C(=CC=C1)F)F)=O ((E)-3-(2,3-difluoro-phenoxy)-but-2-enoic acid ethyl ester). The solvent is C(Cl)(Cl)(Cl)Cl (carbon tetrachloride). Product: C(C)OC(\C=C(/CBr)\OC1=C(C(=CC=C1)F)F)=O ((E)-4-bromo-3-(2,3-difluoro-phenoxy)-but-2-enoic acid ethyl ester). The yield is 39.6%. Reaction SMILES: [CH2:1]([O:3][C:4](=[O:17])/[CH:5]=[C:6](/[O:8][C:9]1[CH:14]=[CH:13][CH:12]=[C:11]([F:15])[C:10]=1[F:16])\[CH3:7])[CH3:2].[Br:18]N1C(=O)CCC1=O.C(OOC(=O)C1C=CC=CC=1)(=O)C1C=CC=CC=1>C(Cl)(Cl)(Cl)Cl>[CH2:1]([O:3][C:4](=[O:17])/[CH:5]=[C:6](/[O:8][C:9]1[CH:14]=[CH:13][CH:12]=[C:11]([F:15])[C:10]=1[F:16])\[CH2:7][Br:18])[CH3:2]. Reported procedure: To a stirred mixture of (E)-3-(2,3-difluoro-phenoxy)-but-2-enoic acid ethyl ester (8.01 g, 0.033 mol) in carbon tetrachloride (30 mL) under a nitrogen atmosphere was added N-bromosuccinimide (8.91 g, 0.050 mol) and benzoyl peroxide (810 mg, 0.003 mol). Nitrogen gas was bubbled through the mixture for 5 min, and the resulting mixture was heated to reflux for 4 h. The reaction mixture was then placed in the refrigerator overnight. The solids formed were removed by filtration and the filtrate conce... Reactants: solid, [N+](=O)([O-])C1=CC=C(C=C1)C1=CC=NN1C1=CC=CC=C1 (5-(4-nitro-phenyl)-1-phenyl-1H-pyrazole), [N+](=O)([O-])C1=CC=C(C=C1)C1=CC=NN1C1=CC=CC=C1 (5-(4-nitro-phenyl)-1-phenyl-1H-pyrazole), C1(=CC=CC=C1)CC#N (2-phenyl-acetonitrile). Yields the product C1(=CC=CC=C1)C1=C2C(=NO1)C=CC(=C2)C=2N(N=CC2)C2=CC=CC=C2 (3-Phenyl-5-(2-phenyl-2H-pyrazol-3-yl)-benzo[c]isoxazole). As a reaction SMILES: [N+:1]([C:4]1[CH:9]=[CH:8][C:7]([C:10]2[N:14]([C:15]3[CH:20]=[CH:19][CH:18]=[CH:17][CH:16]=3)[N:13]=[CH:12][CH:11]=2)=[CH:6][CH:5]=1)([O-:3])=O.[C:21]1([CH2:27]C#N)[CH:26]=[CH:25][CH:24]=[CH:23][CH:22]=1>>[C:21]1([C:27]2[O:3][N:1]=[C:4]3[CH:9]=[CH:8][C:7]([C:10]4[N:14]([C:15]5[CH:20]=[CH:19][CH:18]=[CH:17][CH:16]=5)[N:13]=[CH:12][CH:11]=4)=[CH:6][C:5]=23)[CH:26]=[CH:25][CH:24]=[CH:23][CH:22]=1. Procedure details: The title compound, light grey solid (37 mg, 29%), MS (ISP) m/z=338.3 [(M+H)+], mp 163° C., was prepared in accordance with the general method of example 1 from 5-(4-nitro-phenyl)-1-phenyl-1H-pyrazole (intermediate A) (100 mg, 353 μmol) and commercially available 2-phenyl-acetonitrile.